Dataset: the Open Reaction Database (ORD), a public repository of structured organic reaction records. Task: describe an organic reaction: reactants, conditions, products, and yield Starting materials: solution, O.NN (hydrazine hydrate), C(C1=CC=CC=C1)OC(=O)C1NC(SC12CCSCC2)C(C(=O)OC(C)(C)C)N2C(C=1C(C2=O)=CC=CC1)=O (tert-butyl 4-benzyloxycarbonyl-alpha-phthalimido-1,8-dithia-3-azaspiro[4.5]decane-2-acetate), Cl (hydrochloric acid). The solvent is CN(C=O)C (dimethylformamide), CN(C=O)C (dimethylforamide). Run at time 75 minute. The product is Cl.NC(C(=O)OC(C)(C)C)C1SC2(C(N1)C(=O)OCC1=CC=CC=C1)CCSCC2 (tert-butyl alpha-amino-4-benzyloxycarbonyl-1,8-dithia-3-azaspiro[4.5]decane-2-acetate hydrochloride). Yield: 91.5%. RXN SMILES: O.NN.[CH2:4]([O:11][C:12]([CH:14]1[C:18]2([CH2:23][CH2:22][S:21][CH2:20][CH2:19]2)[S:17][CH:16]([CH:24]([N:32]2C(=O)C3=CC=CC=C3C2=O)[C:25]([O:27][C:28]([CH3:31])([CH3:30])[CH3:29])=[O:26])[NH:15]1)=[O:13])[C:5]1[CH:10]=[CH:9][CH:8]=[CH:7][CH:6]=1.[ClH:43]>CN(C)C=O>[ClH:43].[NH2:32][CH:24]([CH:16]1[NH:15][CH:14]([C:12]([O:11][CH2:4][C:5]2[CH:6]=[CH:7][CH:8]=[CH:9][CH:10]=2)=[O:13])[C:18]2([CH2:19][CH2:20][S:21][CH2:22][CH2:23]2)[S:17]1)[C:25]([O:27][C:28]([CH3:30])([CH3:31])[CH3:29])=[O:26] |f:0.1,5.6|. Procedure: 151.5 ml of a solution of dimethylforamide containing 2 moles per liter of hydrazine hydrate (0.3025 mole) are added, between 0 and 5° C, to a suspension of 156.3 g (0.275 mole) of tert-butyl 4-benzyloxycarbonyl-alpha-phthalimido-1,8-dithia-3-azaspiro[4.5]decane-2-acetate in 170 ml of anhydrous dimethylformamide. The addition is carried out over 75 minutes and is accompanied by a complete dissolution of the product. The reaction mixture is allowed to return to ambient temperature over a period o... Starting materials: FC1=C(C=CC=C1)NC(SC)=N (N-(2-fluorophenyl)-S-methylisothiourea), crude residue, C(C(=O)O)(=O)O (oxalic acid), N1CCCC1 (pyrrolidine). The solvent is C(C)O (ethanol), C(C)(C)O (isopropanol). Product: oxalate salt, FC1=C(C=CC=C1)NC(=N)N1CCCC1 (N-(2-fluorophenyl)-1-pyrrolidinecarboximidamide). As a reaction SMILES: [F:1][C:2]1[CH:7]=[CH:6][CH:5]=[CH:4][C:3]=1[NH:8][C:9](=[NH:12])SC.[NH:13]1[CH2:17][CH2:16][CH2:15][CH2:14]1.C(O)(=O)C(O)=O>C(O)C.C(O)(C)C>[F:1][C:2]1[CH:7]=[CH:6][CH:5]=[CH:4][C:3]=1[NH:8][C:9]([N:13]1[CH2:17][CH2:16][CH2:15][CH2:14]1)=[NH:12]. Procedure: To stirred solution of 2.0 g (0.006 mol) of N-(2-fluorophenyl)-S-methylisothiourea in 50 ml of ethanol was added 2.0 g (0.028 mol) of pyrrolidine and the reaction refluxed for eight hours. The solvent was then evaporated and to the residue was added 100 ml of water and 20 ml of 2 N sodium hydroxide. The aqueous phase was then extracted with ethyl acetate (3×100 ml) and the organic phase dried over magnesium sulphate. Evaporation of the solvent gave a crude residue. This crude residue was then di... The reactants are Cl.C1(=CC=C(C=C1)NN)C (p-tolylhydrazine hydrochloride), O (water), C1(CCCCC1)CCBr (2-cyclohexylethyl bromide). Reagents/catalysts: [Cl-].C(CCC)[N+](CCCC)(CCCC)CCCC (tetra-n-butylammonium chloride). Solvent: [OH-].[Na+] (sodium hydroxide). Reaction conditions: temperature 60 celsius. Product: C1(CCCCC1)CCN(N)C1=CC=C(C=C1)C (1-(2-cyclohexylethyl)-1-p-tolylhydrazine), oil. RXN SMILES: Cl.[C:2]1([CH3:10])[CH:7]=[CH:6][C:5]([NH:8][NH2:9])=[CH:4][CH:3]=1.[CH:11]1([CH2:17][CH2:18]Br)[CH2:16][CH2:15][CH2:14][CH2:13][CH2:12]1.O>[Cl-].C([N+](CCCC)(CCCC)CCCC)CCC.[OH-].[Na+]>[CH:11]1([CH2:17][CH2:18][N:8]([C:5]2[CH:6]=[CH:7][C:2]([CH3:10])=[CH:3][CH:4]=2)[NH2:9])[CH2:16][CH2:15][CH2:14][CH2:13][CH2:12]1 |f:0.1,4.5,6.7|. Procedure details: The title compound was prepared by General Method 2. p-tolylhydrazine hydrochloride (0.96 g, 6.0 mmol) was added to a vigorously stirred mixture of tetra-n-butylammonium chloride (84 mg, 0.3 mmol) in 50% aqueous sodium hydroxide (6 mL) followed by 2-cyclohexylethyl bromide (1.26 g, 6.6 mmol). The mixture was heated at 60° C. (oil bath temp.) for 6 h. After cooling to room temperature, water (20-30 mL) was added and the mixture extracted with chloroform (3×10 mL). The total extract was dried (sod... Starting materials: CC(C)N1CCN(C(=O)c2ccc3[nH]c(C(=O)N4CCN(S(C)(=O)=O)CC4)cc3c2)CC1, O=C(O)C1CC1, Cl, NC(=O)N1CCNCC1. The product is CC(C)N1CCN(C(=O)c2ccc3[nH]c(C(=O)N4CCN(C(=O)C5CC5)CC4)cc3c2)CC1. Reaction SMILES: [CH:1]([CH3:2])([CH3:3])[N:4]1[CH2:5][CH2:6][N:7]([C:10](=[O:11])[c:12]2[cH:13][c:14]3[cH:15][c:16]([C:21](=[O:22])[N:23]4[CH2:24][CH2:25][N:26]([S:29]([CH3:30])(=[O:31])=[O:32])[CH2:27][CH2:28]4)[nH:17][c:18]3[cH:19][cH:20]2)[CH2:8][CH2:9]1.[CH:43]1([C:46](=[O:47])[OH:48])[CH2:44][CH2:45]1.[ClH:33].[N:34]1([C:35]([NH2:36])=[O:37])[CH2:38][CH2:39][NH:40][CH2:41][CH2:42]1>>[CH:1]([CH3:2])([CH3:3])[N:4]1[CH2:5][CH2:6][N:7]([C:10](=[O:11])[c:12]2[cH:13][c:14]3[cH:15][c:16]([C:21](=[O:22])[N:23]4[CH2:24][CH2:25][N:26]([C:46]([CH:43]5[CH2:44][CH2:45]5)=[O:48])[CH2:27][CH2:28]4)[nH:17][c:18]3[cH:19][cH:20]2)[CH2:8][CH2:9]1.